Dataset: the Open Reaction Database (ORD), a public repository of structured organic reaction records. Task: describe an organic reaction: reactants, conditions, products, and yield Starting materials: C(C)(C)(C)OC(NC(C(N(C)OC)=O)C1=CC(=C(C=C1)Cl)Cl)=O (rac-[(3,4-dichloro-phenyl)-(methoxy-methyl-carbamoyl)-methyl]-carbamic acid tert-butyl ester), C(C)(C)(C)OC(NC(C(N(C)OC)=O)C1=CC(=C(C=C1)Cl)Cl)=O (rac-[(3,4-dichloro-phenyl)-(methoxy-methyl-carbamoyl)-methyl]-carbamic acid tert-butyl ester), BrC=1C(=NC(=CC1)OC1CCOCC1)C (3-bromo-2-methyl-6-(tetrahydro-pyran-4-yloxy)-pyridine), BrC=1C(=NC(=CC1)OC1CCOCC1)C (3-bromo-2-methyl-6-(tetrahydro-pyran-4-yloxy)-pyridine). The product is C(C)(C)(C)OC(NC(C(=O)C=1C(=NC(=CC1)OC1CCOCC1)C)C1=CC(=C(C=C1)Cl)Cl)=O (rac-[1-(3,4-Dichloro-phenyl)-2-[2-methyl-6-(tetrahydro-pyran-4-yloxy)-pyridin-3-yl]-2-oxo-ethyl]-carbamic acid tert-butyl ester). RXN SMILES: [C:1]([O:5][C:6](=[O:23])[NH:7][CH:8]([C:15]1[CH:20]=[CH:19][C:18]([Cl:21])=[C:17]([Cl:22])[CH:16]=1)[C:9](=[O:14])N(OC)C)([CH3:4])([CH3:3])[CH3:2].Br[C:25]1[C:26]([CH3:38])=[N:27][C:28]([O:31][CH:32]2[CH2:37][CH2:36][O:35][CH2:34][CH2:33]2)=[CH:29][CH:30]=1>>[C:1]([O:5][C:6](=[O:23])[NH:7][CH:8]([C:15]1[CH:20]=[CH:19][C:18]([Cl:21])=[C:17]([Cl:22])[CH:16]=1)[C:9]([C:25]1[C:26]([CH3:38])=[N:27][C:28]([O:31][CH:32]2[CH2:37][CH2:36][O:35][CH2:34][CH2:33]2)=[CH:29][CH:30]=1)=[O:14])([CH3:2])([CH3:3])[CH3:4]. Procedure details: The title compound was prepared from rac-[(3,4-dichloro-phenyl)-(methoxy-methyl-carbamoyl)-methyl]-carbamic acid tert-butyl ester (Intermediate 9) and 3-bromo-2-methyl-6-(tetrahydro-pyran-4-yloxy)-pyridine (Intermediate 15) in analogy to Example 1a): MS (ISN): 493.1 and 495.3 (M−H)−. Reported procedure: 2,0 g of 1-benzyl-5-[3,3-bis(3,5-dimethylphenyl)propyl]-1H-imidazole hydrochloride is hydrogenated in the mixture of 30 ml of 2N hydrochloric acid and 10 ml ethanol at 80° C. Pd/C (10%) as catalyst. When the uptake of hydrogen ceases, the reaction mixture is cooled, filtered and evaporated to dryness. Water is added and the mixture is made alkaline with sodium hydroxide. The product is then extracted to ethylacetate which is washed with water, dried with sodium sulfate and evaporated to dryness.... The reagents and catalysts are [Pd] (Pd/C). Starting materials: Cl.C(C1=CC=CC=C1)N1C=NC=C1CCC(C1=CC(=CC(=C1)C)C)C1=CC(=CC(=C1)C)C (1-benzyl-5-[3,3-bis(3,5-dimethylphenyl)propyl]-1H-imidazole hydrochloride), Cl (hydrochloric acid), [H][H] (hydrogen). Reaction SMILES: Cl.C([N:9]1[C:13]([CH2:14][CH2:15][CH:16]([C:25]2[CH:30]=[C:29]([CH3:31])[CH:28]=[C:27]([CH3:32])[CH:26]=2)[C:17]2[CH:22]=[C:21]([CH3:23])[CH:20]=[C:19]([CH3:24])[CH:18]=2)=[CH:12][N:11]=[CH:10]1)C1C=CC=CC=1.Cl.[H][H]>[Pd].C(O)C>[CH3:23][C:21]1[CH:22]=[C:17]([CH:16]([C:25]2[CH:30]=[C:29]([CH3:31])[CH:28]=[C:27]([CH3:32])[CH:26]=2)[CH2:15][CH2:14][C:13]2[N:9]=[CH:10][NH:11][CH:12]=2)[CH:18]=[C:19]([CH3:24])[CH:20]=1 |f:0.1|. Product: CC=1C=C(C=C(C1)C)C(CCC=1N=CNC1)C1=CC(=CC(=C1)C)C (4-[3,3-bis(3,5-dimethylphenyl)propyl]-1H-imidazole). Solvent: C(C)O (ethanol). The reactants are product A2, N1(CCNCC1)CCN1CCOCC1 (4-(2-piperazin-1-yl-ethyl)-morpholine), Cl.COC1=CC=C(C=2CC(OC21)(C)C)C2=NN(C([C@@H]1CC=CC[C@H]21)=O)C2=CC=C(C=C2)C(=O)N2CCN(CC2)C\C=C\C2=CC=CC=C2 ((4aS,8aR)-4-(7-methoxy-2,2-dimethyl-2,3-dihydro-benzofuran-4-yl)-2-(4-{1-[4-((E)-3-phenyl-allyl)-piperazin-1-yl]-methanoyl}-phenyl)-4a,5,8,8a-tetrahydro-2H-phthalazin-1-one hydrochloride). Product: Cl.Cl.COC1=CC=C(C=2CC(OC21)(C)C)C2=NN(C([C@@H]1CC=CC[C@H]21)=O)C2=CC=C(C=C2)C(=O)N2CCN(CC2)CCN2CCOCC2 ((4aS,8aR)-4-(7-Methoxy-2,2-dimethyl-2,3-dihydro-benzofuran-4-yl)-2-(4-{1-[4-(2-morpholin-4-yl-ethyl)-piperazin-1-yl]-methanoyl}-phenyl)-4a,5,8,8a-tetrahydro-2H-phthalazin-1-one dihydrochloride). RXN SMILES: [N:1]1([CH2:7][CH2:8][N:9]2[CH2:14][CH2:13][O:12][CH2:11][CH2:10]2)[CH2:6][CH2:5][NH:4][CH2:3][CH2:2]1.[ClH:15].[CH3:16][O:17][C:18]1[C:26]2[O:25][C:24]([CH3:28])([CH3:27])[CH2:23][C:22]=2[C:21]([C:29]2[C@@H:38]3[C@@H:33]([CH2:34][CH:35]=[CH:36][CH2:37]3)[C:32](=[O:39])[N:31]([C:40]3[CH:45]=[CH:44][C:43]([C:46](N4CCN(C/C=C/C5C=CC=CC=5)CC4)=[O:47])=[CH:42][CH:41]=3)[N:30]=2)=[CH:20][CH:19]=1>>[ClH:15].[ClH:15].[CH3:16][O:17][C:18]1[C:26]2[O:25][C:24]([CH3:28])([CH3:27])[CH2:23][C:22]=2[C:21]([C:29]2[C@@H:38]3[C@@H:33]([CH2:34][CH:35]=[CH:36][CH2:37]3)[C:32](=[O:39])[N:31]([C:40]3[CH:45]=[CH:44][C:43]([C:46]([N:4]4[CH2:3][CH2:2][N:1]([CH2:7][CH2:8][N:9]5[CH2:10][CH2:11][O:12][CH2:13][CH2:14]5)[CH2:6][CH2:5]4)=[O:47])=[CH:42][CH:41]=3)[N:30]=2)=[CH:20][CH:19]=1 |f:1.2,3.4.5|. Reported procedure: Prepared from intermediate product A2 and 4-(2-piperazin-1-yl-ethyl)-morpholine as described for compound 8. M.p. 271° C. (decomposes). The reactants are C(C)(C)(C)OC(N(CC1C(CNCC1)C1=CC=CC=C1)[C@H](C)C1=CC=CC2=CC=CC=C12)=O (tert-butyl[(1R)-1-(1-naphthyl)ethyl][(3-phenylpiperidin-4-yl)methyl]carbamate), C(C1=CC(C(=O)[O-])=CC=C1)(=O)OC (monomethyl isophthalate), C=1C=CC2=C(C1)N=NN2O (HOBt), CCN=C=NCCCN(C)C.Cl (WSC hydrochloride). Solvent: ClCCl (dichloromethane). Run at time 2 day. Yields the product C(C)(C)(C)OC(=O)N([C@H](C)C1=CC=CC2=CC=CC=C12)CC1C(CN(CC1)C(=O)C=1C=C(C(=O)OC)C=CC1)C1=CC=CC=C1 (methyl 3-{[4-({(tert-butoxycarbonyl)[(1R)-1-(1-naphthyl)ethyl]amino}methyl)-3-phenylpiperidin-1-yl]carbonyl}benzoate). Yield: 89.4%. As a reaction SMILES: [C:1]([O:5][C:6](=[O:33])[N:7]([C@@H:21]([C:23]1[C:32]2[C:27](=[CH:28][CH:29]=[CH:30][CH:31]=2)[CH:26]=[CH:25][CH:24]=1)[CH3:22])[CH2:8][CH:9]1[CH2:14][CH2:13][NH:12][CH2:11][CH:10]1[C:15]1[CH:20]=[CH:19][CH:18]=[CH:17][CH:16]=1)([CH3:4])([CH3:3])[CH3:2].[C:34]([O:45][CH3:46])(=[O:44])[C:35]1[CH:43]=[CH:42][CH:41]=[C:37]([C:38]([O-])=[O:39])[CH:36]=1.C1C=CC2N(O)N=NC=2C=1.CCN=C=NCCCN(C)C.Cl>ClCCl>[C:1]([O:5][C:6]([N:7]([CH2:8][CH:9]1[CH2:14][CH2:13][N:12]([C:38]([C:37]2[CH:36]=[C:35]([CH:43]=[CH:42][CH:41]=2)[C:34]([O:45][CH3:46])=[O:44])=[O:39])[CH2:11][CH:10]1[C:15]1[CH:16]=[CH:17][CH:18]=[CH:19][CH:20]=1)[C@@H:21]([C:23]1[C:32]2[C:27](=[CH:28][CH:29]=[CH:30][CH:31]=2)[CH:26]=[CH:25][CH:24]=1)[CH3:22])=[O:33])([CH3:2])([CH3:3])[CH3:4] |f:3.4|. Procedure: A mixture of 100 mg of tert-butyl[(1R)-1-(1-naphthyl)ethyl][(3-phenylpiperidin-4-yl)methyl]carbamate, 44.6 mg of monomethyl isophthalate, and 51.7 mg of HOBt was dissolved in 1.0 mL of dichloromethane, and 36.5 mg of WSC/hydrochloride was added thereto, followed by stirring at room temperature for 2 days. The reaction mixture was concentrated under reduced pressure, and the residue was purified by silica gel column chromatography (hexane-ethyl acetate) to obtain 122 mg of methyl 3-{[4-({(tert-bu... The solvent is ClCCl (dichloromethane), ClCCl (dichloromethane). Yields the product P(=O)(OCC1=CC=CC=C1)(OCC1=CC=CC=C1)OCCCCNC1=CC=CC=2N1N=C(C2C2=NC(=NC=C2)NC2CCCC2)C2=CC=C(C=C2)OC (dibenzyl 4-{[3-[2-(cyclopentylamino)pyrimidin-4-yl]-2-(4-methoxyphenyl)pyrazolo[1,5-a]pyridin-7-yl]amino}butyl phosphate). The reactants are N1N=NN=C1 (1-H-tetrazole), C(C)(C)N(P(OCC1=CC=CC=C1)(OCC1=CC=CC=C1)=O)C(C)C (dibenzyl N,N-diisopropylphosphoramidate), stock solution, C(C)(C)N(P(OCC1=CC=CC=C1)(OCC1=CC=CC=C1)=O)C(C)C (dibenzyl N,N-diisopropylphosphoramidate), CC(=O)CC(=O)O (diacetate), C1(CCCC1)NC1=NC=CC(=N1)C=1C(=NN2C1C=CC=C2NCCCCO)C2=CC=C(C=C2)OC (4-{[3-[2-(cyclopentylamino)pyrimidin-4-yl]-2-(4-methoxyphenyl)pyrazolo[1,5-a]pyridin-7-yl]amino}butan-1-ol), S(=S)(=O)([O-])[O-].[Na+].[Na+] (sodium thiosulfate), C([O-])(O)=O.[Na+] (sodium bicarbonate), resultant solution. Reported procedure: To a room temperature solution of 4-{[3-[2-(cyclopentylamino)pyrimidin-4-yl]-2-(4-methoxyphenyl)pyrazolo[1,5-a]pyridin-7-yl]amino}butan-1-ol (22 mg, 0.05 mmol) in dichloromethane (5 mL) was added 1-H-tetrazole (7 mg, 0.1 mmol) and dibenzyl N,N-diisopropylphosphoramidate (0.32 mL of a stock solution prepared from 0.2 mL of dibenzyl N,N-diisopropylphosphoramidate in 3.2 mL of dichloromethane). The resultant solution was stirred at room temperature for 1 hour and then cooled to 0° C. lodobenzene di... Reaction SMILES: [CH:1]1([NH:6][C:7]2[N:12]=[C:11]([C:13]3[C:14]([C:28]4[CH:33]=[CH:32][C:31]([O:34][CH3:35])=[CH:30][CH:29]=4)=[N:15][N:16]4[C:21]([NH:22][CH2:23][CH2:24][CH2:25][CH2:26][OH:27])=[CH:20][CH:19]=[CH:18][C:17]=34)[CH:10]=[CH:9][N:8]=2)[CH2:5][CH2:4][CH2:3][CH2:2]1.N1C=NN=N1.C(N(C(C)C)[P:45](=[O:62])([O:54][CH2:55][C:56]1[CH:61]=[CH:60][CH:59]=[CH:58][CH:57]=1)[O:46][CH2:47][C:48]1[CH:53]=[CH:52][CH:51]=[CH:50][CH:49]=1)(C)C.CC(CC(O)=O)=O.S([O-])([O-])(=O)=S.[Na+].[Na+].C(=O)(O)[O-].[Na+]>ClCCl>[P:45]([O:27][CH2:26][CH2:25][CH2:24][CH2:23][NH:22][C:21]1[N:16]2[N:15]=[C:14]([C:28]3[CH:29]=[CH:30][C:31]([O:34][CH3:35])=[CH:32][CH:33]=3)[C:13]([C:11]3[CH:10]=[CH:9][N:8]=[C:7]([NH:6][CH:1]4[CH2:2][CH2:3][CH2:4][CH2:5]4)[N:12]=3)=[C:17]2[CH:18]=[CH:19][CH:20]=1)([O:46][CH2:47][C:48]1[CH:53]=[CH:52][CH:51]=[CH:50][CH:49]=1)([O:54][CH2:55][C:56]1[CH:61]=[CH:60][CH:59]=[CH:58][CH:57]=1)=[O:62] |f:4.5.6,7.8|. Isolated yield 53.0%. Run at time 20 minute.